This data is from the Open Reaction Database (ORD), a public repository of structured organic reaction records. The task is: describe an organic reaction: reactants, conditions, products, and yield The reactants are Brc1ccc2[nH]ncc2c1, CC(C)(C)OC(=O)C(CC(=O)O)Cc1ccccc1, Cl, CC(C)(C)OC(=O)NC(CCN=[N+]=[N-])Cc1ccccc1, NC(CC(=O)O)Cc1ccc(C(F)(F)F)cc1, NC(CCn1cc(-c2ccc3[nH]ncc3c2)nn1)Cc1ccc(C(F)(F)F)cc1. Yields the product NC(CCn1cc(-c2ccc3[nH]ncc3c2)nn1)Cc1ccccc1. RXN SMILES: [Br:38][c:39]1[cH:40][c:41]2[c:42]([cH:43][cH:44]1)[nH:45][n:46][cH:47]2.[C:1]([O:2][C:3]([CH:4]([CH2:5][c:6]1[cH:7][cH:8][cH:9][cH:10][cH:11]1)[CH2:12][C:13]([OH:14])=[O:15])=[O:16])([CH3:17])([CH3:18])[CH3:19].[ClH:20].[N:48]([CH2:49][CH2:50][CH:51]([NH:52][C:53](=[O:54])[O:55][C:56]([CH3:57])([CH3:58])[CH3:59])[CH2:60][c:61]1[cH:62][cH:63][cH:64][cH:65][cH:66]1)=[N+:67]=[N-:68].[NH2:21][CH:22]([CH2:23][c:24]1[cH:25][cH:26][c:27]([C:28]([F:29])([F:30])[F:31])[cH:32][cH:33]1)[CH2:34][C:35]([OH:36])=[O:37].[nH:69]1[n:70][cH:71][c:72]2[cH:73][c:74](-[c:78]3[n:79][n:80][n:81]([CH2:83][CH2:84][CH:85]([CH2:86][c:87]4[cH:88][cH:89][c:90]([C:93]([F:94])([F:95])[F:96])[cH:91][cH:92]4)[NH2:97])[cH:82]3)[cH:75][cH:76][c:77]12>>[nH:69]1[n:70][cH:71][c:72]2[cH:73][c:74](-[c:78]3[n:79][n:80][n:81]([CH2:83][CH2:84][CH:85]([CH2:86][c:87]4[cH:88][cH:89][cH:90][cH:91][cH:92]4)[NH2:97])[cH:82]3)[cH:75][cH:76][c:77]12.